This data is from the Open Reaction Database (ORD), a public repository of structured organic reaction records. The task is: describe an organic reaction: reactants, conditions, products, and yield Reactants: S(=O)(Cl)Cl (thionyl chloride), C(C)(=O)C=1C(=NC=CC1)CO (3-acetyl-2-hydroxymethylpyridine), CN(C=O)C (N,N-dimethylformamide), C([O-])([O-])=O.[Na+].[Na+] (sodium carbonate). The solvent is ClCCl (dichloromethane), C(Cl)(Cl)Cl (chloroform), ClCCl (dichloromethane). Conditions: time 1 hour. Yields the product C(C)(=O)C=1C(=NC=CC1)CCl (3-acetyl-2-chloromethylpyridine). As a reaction SMILES: [C:1]([C:4]1[C:5]([CH2:10]O)=[N:6][CH:7]=[CH:8][CH:9]=1)(=[O:3])[CH3:2].CN(C)C=O.S(Cl)([Cl:19])=O.C(=O)([O-])[O-].[Na+].[Na+]>ClCCl.C(Cl)(Cl)Cl>[C:1]([C:4]1[C:5]([CH2:10][Cl:19])=[N:6][CH:7]=[CH:8][CH:9]=1)(=[O:3])[CH3:2] |f:3.4.5|. Procedure details: A mixture of 3-acetyl-2-hydroxymethylpyridine(0.2 g) in dichloromethane(10 ml) was treated with catalytic amount of N,N-dimethylformamide. To the mixture was added dropwise a solution of thionyl chloride (1 ml) in dichloromethane (2 ml) at ca. 5° C. in an ice-water bath. The mixture was stirred for 1 hour under the same condition, and then at room temperature for 40 minutes. To the mixture was added carefully dropwise saturated sodium carbonate aqueous solution under stirring in an ice-water bat...